This data is from the Open Reaction Database (ORD), a public repository of structured organic reaction records. The task is: describe an organic reaction: reactants, conditions, products, and yield The reactants are FC(C=1C=C(C(C(=O)O)=CC1)S)(F)F (4-trifluoromethylthiosalicylic acid), C(#N)C1=NC=CC=C1 (2-cyanopyridine). Solvent: N1=CC=CC=C1 (pyridine). Yields the product N1=C(C=CC=C1)C=1SC2=C(C(N1)=O)C=CC(=C2)C(F)(F)F (2-(2-Pyridyl)-7-trifluoromethyl-4H-1,3-benzothiazine-4-one). Yield: 56.0%. As a reaction SMILES: [F:1][C:2]([F:14])([F:13])[C:3]1[CH:4]=[C:5]([SH:12])[C:6](=[CH:10][CH:11]=1)[C:7]([OH:9])=O.[C:15]([C:17]1[CH:22]=[CH:21][CH:20]=[CH:19][N:18]=1)#[N:16]>N1C=CC=CC=1>[N:18]1[CH:19]=[CH:20][CH:21]=[CH:22][C:17]=1[C:15]1[S:12][C:5]2[CH:4]=[C:3]([C:2]([F:1])([F:14])[F:13])[CH:11]=[CH:10][C:6]=2[C:7](=[O:9])[N:16]=1. Procedure: A mixture of 4-trifluoromethylthiosalicylic acid (2.5 g, 11 mmol), 2-cyanopyridine (1.2 g, 11 mmol) and pyridine (10 ml) was refluxed for 10 hrs. After cooling, the precipitated crystals were collected by filtration and recrystallized from tetrahydrofuran-hexane to give the titled compound (1.9 g, 54%).